From a dataset of the Open Reaction Database (ORD), a public repository of structured organic reaction records. describe an organic reaction: reactants, conditions, products, and yield Starting materials: N1CCC(CC1)N1N=CC(=C1)C1=CC2=C(N(C=N2)C=2C=C(C=CC2)NC(=O)NCC(F)(F)F)C=C1 (N-{3-[5-(1-piperidin-4-yl-1H-pyrazol-4-yl)-1H-benzimidazol-1-yl]phenyl}-N′-(2,2,2-trifluoroethyl)urea), C(C)OC(C)N1N=CC(=C1)B1OC(C(O1)(C)C)(C)C (1-(1-ethoxyethyl)-4-(4,4,5,5-tetramethyl-1,3,2-dioxaborolan-2-yl)-1H-pyrazole). Yields the product C(C)OC(C)N1N=CC(=C1)C1=CC2=C(N(C=N2)C=2C=C(C=CC2)NC(=O)NCC(F)(F)F)C=C1 (N-(3-{5-[1-(1-ethoxyethyl)-1H-pyrazol-4-yl]-1H-benzimidazol-1-yl}phenyl)-N′-(2,2,2-trifluoroethyl)urea). Reaction SMILES: N1CC[CH:4]([N:7]2[CH:11]=[C:10]([C:12]3[CH:35]=[CH:34][C:15]4[N:16]([C:19]5[CH:20]=[C:21]([NH:25][C:26]([NH:28][CH2:29][C:30]([F:33])([F:32])[F:31])=[O:27])[CH:22]=[CH:23][CH:24]=5)[CH:17]=[N:18][C:14]=4[CH:13]=3)[CH:9]=[N:8]2)[CH2:3]C1.[CH2:36]([O:38]C(N1C=C(B2OC(C)(C)C(C)(C)O2)C=N1)C)[CH3:37]>>[CH2:36]([O:38][CH:4]([N:7]1[CH:11]=[C:10]([C:12]2[CH:35]=[CH:34][C:15]3[N:16]([C:19]4[CH:20]=[C:21]([NH:25][C:26]([NH:28][CH2:29][C:30]([F:32])([F:31])[F:33])=[O:27])[CH:22]=[CH:23][CH:24]=4)[CH:17]=[N:18][C:14]=3[CH:13]=2)[CH:9]=[N:8]1)[CH3:3])[CH3:37]. Reported procedure: This compound was prepared by using procedures analogous to those described for the synthesis of Example 21 (step 3) starting from N-{3-[5-(1-piperidin-4-yl-1H-pyrazol-4-yl)-1H-benzimidazol-1-yl]phenyl}-N′-(2,2,2-trifluoroethyl)urea (prepared from the procedure for Example 21, step 4) and 1-(1-ethoxyethyl)-4-(4,4,5,5-tetramethyl-1,3,2-dioxaborolan-2-yl)-1H-pyrazole (Adesis, Cat. No. 9-243), LCMS (M+H)+: m/z=473.1.